Dataset: the Open Reaction Database (ORD), a public repository of structured organic reaction records. Task: describe an organic reaction: reactants, conditions, products, and yield Starting materials: C(C1=CC=CC=C1)OCN1C(N(C(=C1SC1=CC(=CC=C1)Cl)CO[SiH3])C)(C(C)(C)C)C (1-benzyloxymethyl-2-t-butyldimethyl-silyloxymethyl-5-(3-chlorophenylthio)imidazole), C1(=CC=CC=C1)OC (anisole), C(O)([O-])=O.[Na+] (sodium hydrogen carbonate), [Cl-].[Al+3].[Cl-].[Cl-] (aluminium chloride). Solvent: [N+](=O)([O-])C (nitromethane), O (water), C(C)(=O)OCC (Ethyl acetate). Reaction conditions: time 15 minute. Product: ClC=1C=C(C=CC1)SC1=CN=C(N1)CO ([5-(3-chlorophenylthio)-1H-imidazol-2-yl]methanol). Isolated yield 87.0%. Reaction SMILES: C(OC[N:10]1[C:14]([S:15][C:16]2[CH:21]=[CH:20][CH:19]=[C:18]([Cl:22])[CH:17]=2)=[C:13](CO[SiH3])[N:12](C)[C:11]1([CH3:31])C(C)(C)C)C1C=CC=CC=1.C1([O:38]C)C=CC=CC=1.[Cl-].[Al+3].[Cl-].[Cl-].C(=O)([O-])O.[Na+]>[N+](C)([O-])=O.C(OCC)(=O)C.O>[Cl:22][C:18]1[CH:17]=[C:16]([S:15][C:14]2[NH:10][C:11]([CH2:31][OH:38])=[N:12][CH:13]=2)[CH:21]=[CH:20][CH:19]=1 |f:2.3.4.5,6.7|. Procedure: To a solution of 1-benzyloxymethyl-2-t-butyldimethyl-silyloxymethyl-5-(3-chlorophenylthio)imidazole (45) in nitromethane (108 ml) was added 14.7 g of (137 mmol) of anisole, and then, 18.1 g (136 mmol) of anhydrous aluminium chloride was gradually added at lower than 30° C. After completion of the addition, the mixture was stirred at room temperature for 15 minutes. The reaction mixture was cooled, and there were added water and a saturated aqueous sodium hydrogen carbonate solution to be alkalin... Reactants: FC(C=1C=C(CNC(C2=C(C=NC=C2)C2=C(C=CC=C2)C)=O)C=C(C1)C(F)(F)F)(F)F (N-(3,5-bis-trifluoromethyl-benzyl)-3-o-tolyl-isonicotinamide), solution, Cl (HCl), [OH-].[Na+] (sodium hydroxide), C(C)(=O)OCC (ethyl acetate). The solvent is O1CCCC1 (tetrahydrofuran), O1CCCC1 (tetrahydrofuran), CCOCC (ether). Reaction conditions: time 16 hour. Product: FC(C=1C=C(CNCC2=C(C=NC=C2)C2=C(C=CC=C2)C)C=C(C1)C(F)(F)F)(F)F ((3,5-Bis-trifluoromethyl-benzyl)-(3-o-tolyl-pyridin-4-ylmethyl)-amine). The yield is 51.9%. Reaction SMILES: [F:1][C:2]([F:31])([F:30])[C:3]1[CH:4]=[C:5]([CH:23]=[C:24]([C:26]([F:29])([F:28])[F:27])[CH:25]=1)[CH2:6][NH:7][C:8](=O)[C:9]1[CH:14]=[CH:13][N:12]=[CH:11][C:10]=1[C:15]1[CH:20]=[CH:19][CH:18]=[CH:17][C:16]=1[CH3:21].Cl.[OH-].[Na+].C(OCC)(=O)C>O1CCCC1.CCOCC>[F:28][C:26]([F:27])([F:29])[C:24]1[CH:23]=[C:5]([CH:4]=[C:3]([C:2]([F:31])([F:30])[F:1])[CH:25]=1)[CH2:6][NH:7][CH2:8][C:9]1[CH:14]=[CH:13][N:12]=[CH:11][C:10]=1[C:15]1[CH:20]=[CH:19][CH:18]=[CH:17][C:16]=1[CH3:21] |f:2.3|. Procedure details: To a solution of 0.26 g (0.59 mmol) N-(3,5-bis-trifluoromethyl-benzyl)-3-o-tolyl-isonicotinamide in 5 ml tetrahydrofuran 3.6 ml of a 1M solution of BH3 in tetrahydrofuran was added and the reaction mixture stirred for 16 h at 60°. After addition of 5 ml 3M HCl in ether the reaction mixture was stirred for 3 h at 60° C. The solution was cooled to room temperature and 10 ml 3N sodium hydroxide solution and 10 ml ethyl acetate were added. Stirring was continued for ½ h, the phases separated and the... Starting materials: N1CCCC1 (pyrrolidine), CCC(CC)=O (3-pentanone), [C-]#N.[K+] (potassium cyanide), CC(C#N)(C)N1CCCC1 (2-methyl-2-(1-pyrrolidinyl)propanenitrile). Run in O (water). Product: C(C)C(C#N)(CC)N1CCCC1 (2-Ethyl-2-(1-pyrrolidinyl)butanenitrile). The yield is 100.0%. Reaction SMILES: [NH:1]1[CH2:5][CH2:4][CH2:3][CH2:2]1.[CH3:6][CH2:7][C:8](=O)[CH2:9][CH3:10].[C-]#N.[K+].CC(N1CCCC1)(C)[C:17]#[N:18]>O>[CH2:7]([C:8]([N:1]1[CH2:5][CH2:4][CH2:3][CH2:2]1)([CH2:9][CH3:10])[C:17]#[N:18])[CH3:6] |f:2.3|. Procedure: The title compound (8.8 g, 100%) was prepared from pyrrolidine (8.96 ml, 0.107 mol), 3-pentanone (8.61 g, 0.1 mol) and potassium cyanide (6.51 g, 0.1 mol) in water (50 ml) in a similar manner to that described in D4. 1H NMR (CDCl3) δ: 0.95 (6H, t, J=7.6 Hz), 1.67-1.90 (8H, m), 2.67-2.72 (4H, m). The reactants are aromatic ring, C(Cl)(Cl)Cl (chloroform), tertiary amine, FC(C(=O)O)(F)F (trifluoroacetic acid), compound ( 4a ), vinyl, 4a, ClCCl (dichloromethane), ClCCl (dichloromethane), 4a, ClC(=O)OC(C)Cl (1-chloroethyl chloroformate), compound ( 4a ), vinyl, N-benzylic-N-(methoxymethyl)-N-trimethylsilylmethylamine. The reagents and catalysts are [Pd] (palladium), [Ni] (nickel), [Pt] (platinum). The solvent is ClCCCl (1,2-dichloroethane), C1(=CC=CC=C1)C (toluene), C1=CC=CC=C1 (benzene), ClCCCl (1,2-dichloroethane), hydrocarbon, C1(=CC=CC=C1)C (toluene), halogen. The product is COC(C)OC (acetaldehyde dimethylacetal), C(=O)=O (carbon dioxide). As a reaction SMILES: ClCCl.FC(F)(F)[C:6]([OH:8])=[O:7].Cl[C:12]([O:14][CH:15](Cl)[CH3:16])=O.C(Cl)(Cl)Cl>[Ni].[Pd].[Pt].C1(C)C=CC=CC=1.ClCCCl.C1C=CC=CC=1>[CH3:12][O:14][CH:15]([O:7][CH3:6])[CH3:16].[C:6](=[O:8])=[O:7]. Procedure details: and L represents a single bond) can be prepared by taking the above compound (4a; wherein X1′ represents a halogen atom, preferably a bromine atom or an iodine atom) as the starting material, converting it into a vinyl derivative (4a; wherein X1′ represents CH2═CH—) by Stille coupling reaction well known to those skilled in the art, carrying out a 1,3-dipolar addition according to the description in K. Achiwa et al., Chem. Pharm. Bull. (1985, Vol. 33, No. 7, p. 2762-2766) to form a N-benzylpyrro... Reactants: CN(C)CCC(Oc1cccc2ccccc12)c1cccs1, CS(C)=O. The product is CNCCC(Oc1cccc2ccccc12)c1cccs1. RXN SMILES: [CH3:1][N:2]([CH3:3])[CH2:4][CH2:5][CH:6]([c:7]1[s:8][cH:9][cH:10][cH:11]1)[O:12][c:13]1[cH:14][cH:15][cH:16][c:17]2[cH:18][cH:19][cH:20][cH:21][c:22]12.[CH3:23][S:24]([CH3:25])=[O:26]>>[CH3:1][NH:2][CH2:4][CH2:5][CH:6]([c:7]1[s:8][cH:9][cH:10][cH:11]1)[O:12][c:13]1[cH:14][cH:15][cH:16][c:17]2[cH:18][cH:19][cH:20][cH:21][c:22]12. Solvent: C1(=CC=CC=C1)C (toluene), CO (methanol). The reactants are CC=1C(=NC=CN1)C(=O)O (3-methyl-pyrazine-2-carboxylic acid), C[Si](C)(C)C=[N+]=[N-] ((trimethylsilyl)diazomethane). As a reaction SMILES: [CH3:1][C:2]1[C:3]([C:8]([OH:10])=[O:9])=[N:4][CH:5]=[CH:6][N:7]=1.[CH3:11][Si](C=[N+]=[N-])(C)C>C1(C)C=CC=CC=1.CO>[CH3:11][O:9][C:8]([C:3]1[C:2]([CH3:1])=[N:7][CH:6]=[CH:5][N:4]=1)=[O:10]. Procedure details: To a solution of 3-methyl-pyrazine-2-carboxylic acid (4.7 g) in toluene (70 ml) and methanol (30 ml) at ambient temperature was added drop wise (trimethylsilyl)diazomethane (2M in diethyl ether) (26 ml). The reaction mixture was stirred at ambient temperature for 1 hour. The reaction mixture was concentrated and purified by passing through a pad of silica and eluting with 30% v/v ethyl acetate in iso-hexane to give 3-methyl-pyrazine-2-carboxylic acid methyl ester (3.10 g). 1H-NMR (400 MHz, CDCl3... Run at time 1 hour. Product: COC(=O)C1=NC=CN=C1C (3-methyl-pyrazine-2-carboxylic acid methyl ester). Reactants: C(C)C1C(CC(C(C(OC(C2CCCCN2C(C(C2(C(CC(C(C(CC(CC(=C1)C)C)OC)O2)OC)C)O)=O)=O)=O)C(=CC2CC(C(CC2)O)OC)C)C)O)=O (17-ethyl-1,14-dihydroxy-12-[2'-(4"-hydroxy-3"-methoxycyclohexyl)-1'-methylvinyl]-23,25-dimethoxy-13,19,21,27-tetramethyl-11,28-dioxa-4-azatricyclo[22.3.1.04,9 ]octacos-18-ene-2,3,10,16-tetraone), N1=C(C=CC=C1C)C (2,6-lutidine), FC(S(=O)(=O)O[Si](C(C)C)(C(C)C)C(C)C)(F)F (triisopropylsilyl trifluoromethanesulfonate). Run in C(Cl)Cl (methylene chloride). Reaction conditions: time 8 hour. The product is C(C)C1C(CC(C(C(OC(C2CCCCN2C(C(C2(C(CC(C(C(CC(CC(=C1)C)C)OC)O2)OC)C)O)=O)=O)=O)C(=CC2CC(C(CC2)O[Si](C(C)C)(C(C)C)C(C)C)OC)C)C)O[Si](C(C)C)(C(C)C)C(C)C)=O (17-Ethyl-1-hydroxy-12-[2'-(4"-triisopropylsilyloxy-3"-methoxycyclohexyl)-1'-methylvinyl]-14-triisopropylsilyloxy-23,25-dimethoxy-13,19,21,27-tetramethyl-11,28-dioxa-4-azatricyclo-[22.3.1.04,9 ]-octacos-18-ene-2,3,10,16-tetraone). As a reaction SMILES: [CH2:1]([CH:3]1[CH:29]=[C:28]([CH3:30])[CH2:27][CH:26]([CH3:31])[CH2:25][CH:24]([O:32][CH3:33])[CH:23]2[O:34][C:19]([OH:38])([CH:20]([CH3:37])[CH2:21][CH:22]2[O:35][CH3:36])[C:18](=[O:39])[C:17](=[O:40])[N:16]2[CH:11]([CH2:12][CH2:13][CH2:14][CH2:15]2)[C:10](=[O:41])[O:9][CH:8]([C:42]([CH3:53])=[CH:43][CH:44]2[CH2:49][CH2:48][CH:47]([OH:50])[CH:46]([O:51][CH3:52])[CH2:45]2)[CH:7]([CH3:54])[CH:6]([OH:55])[CH2:5][C:4]1=[O:56])[CH3:2].N1[C:62]([CH3:63])=[CH:61]C=CC=1C.FC(F)(F)S(O[Si:71]([CH:78]([CH3:80])[CH3:79])([CH:75]([CH3:77])[CH3:76])[CH:72]([CH3:74])[CH3:73])(=O)=O>C(Cl)Cl>[CH2:1]([CH:3]1[CH:29]=[C:28]([CH3:30])[CH2:27][CH:26]([CH3:31])[CH2:25][CH:24]([O:32][CH3:33])[CH:23]2[O:34][C:19]([OH:38])([CH:20]([CH3:37])[CH2:21][CH:22]2[O:35][CH3:36])[C:18](=[O:39])[C:17](=[O:40])[N:16]2[CH:11]([CH2:12][CH2:13][CH2:14][CH2:15]2)[C:10](=[O:41])[O:9][CH:8]([C:42]([CH3:53])=[CH:43][CH:44]2[CH2:49][CH2:48][CH:47]([O:50][Si:71]([CH:78]([CH3:80])[CH3:79])([CH:75]([CH3:77])[CH3:76])[CH:72]([CH3:74])[CH3:73])[CH:46]([O:51][CH3:52])[CH2:45]2)[CH:7]([CH3:54])[CH:6]([O:55][Si:71]([CH:62]([CH3:61])[CH3:63])([CH:75]([CH3:77])[CH3:76])[CH:72]([CH3:74])[CH3:73])[CH2:5][C:4]1=[O:56])[CH3:2]. Procedure: To a cooled solution (0° C.) of 17-ethyl-1,14-dihydroxy-12-[2'-(4"-hydroxy-3"-methoxycyclohexyl)-1'-methylvinyl]-23,25-dimethoxy-13,19,21,27-tetramethyl-11,28-dioxa-4-azatricyclo[22.3.1.04,9 ]octacos-18-ene-2,3,10,16-tetraone (120 mg) in dry methylene chloride (15 ml) was added 2,6-lutidine (64.3 mg) followed by triisopropylsilyl trifluoromethanesulfonate (184 mg). Reaction temperature was raised to r.t. and stirred overnight under nitrogen atmosphere. The reaction was quenched with 10 ml of wat... The reactants are Cl.C1(CC1)COC1=C(C=C(C=C1)OC)C=1C2=C(N=CN1)C(=C(N2)C)C(=O)NC2CCNCC2 (4-[2-(cyclopropylmethoxy)-5-methoxyphenyl]-6-methyl-N-piperidin-4-yl-5H-pyrrolo[3,2-d]pyrimidine-7-carboxamide hydrochloride), C(C)(=O)OCC(=O)Cl (2-chloro-2-oxoethyl acetate). Yields the product C1(CC1)COC1=C(C=C(C=C1)OC)C=1C2=C(N=CN1)C(=C(N2)C)C(=O)NC2CCN(CC2)C(CO)=O (4-[2-(Cyclopropylmethoxy)-5-methoxyphenyl]-N-(1-glycoloylpiperidin-4-yl)-6-methyl-5H-pyrrolo[3,2-d]pyrimidine-7-carboxamide). Reaction SMILES: Cl.[CH:2]1([CH2:5][O:6][C:7]2[CH:12]=[CH:11][C:10]([O:13][CH3:14])=[CH:9][C:8]=2[C:15]2[C:16]3[NH:23][C:22]([CH3:24])=[C:21]([C:25]([NH:27][CH:28]4[CH2:33][CH2:32][NH:31][CH2:30][CH2:29]4)=[O:26])[C:17]=3[N:18]=[CH:19][N:20]=2)[CH2:4][CH2:3]1.C([O:37][CH2:38][C:39](Cl)=[O:40])(=O)C>>[CH:2]1([CH2:5][O:6][C:7]2[CH:12]=[CH:11][C:10]([O:13][CH3:14])=[CH:9][C:8]=2[C:15]2[C:16]3[NH:23][C:22]([CH3:24])=[C:21]([C:25]([NH:27][CH:28]4[CH2:29][CH2:30][N:31]([C:38](=[O:37])[CH2:39][OH:40])[CH2:32][CH2:33]4)=[O:26])[C:17]=3[N:18]=[CH:19][N:20]=2)[CH2:4][CH2:3]1 |f:0.1|. Reported procedure: Starting from 4-[2-(cyclopropylmethoxy)-5-methoxyphenyl]-6-methyl-N-piperidin-4-yl-5H-pyrrolo[3,2-d]pyrimidine-7-carboxamide hydrochloride (example D.f23) and commercially available 2-chloro-2-oxoethyl acetate the title compound is obtained as colorless solid.